From a dataset of the Open Reaction Database (ORD), a public repository of structured organic reaction records. describe an organic reaction: reactants, conditions, products, and yield The reactants are C=1C=CC2=C(C1)C(=O)C=CC2=O (naphthoquinone), CN(N=CC(=CC)F)C (2-fluoro-2-butenal N,N-dimethylhydrazone). Run in C(Cl)(Cl)Cl (chloroform). Yields the product compound, FC=1C=NC=2C(C3=CC=CC=C3C(C2C1C)=O)=O (3-fluoro-4-methyl-1-azaanthracen-9-10-dione). The yield is 15.0%. Reaction SMILES: [CH:1]1[CH:2]=[CH:3][C:4]2[C:11](=[O:12])[CH:10]=[CH:9][C:7](=[O:8])[C:5]=2[CH:6]=1.CN(C)[N:15]=[CH:16][C:17]([F:20])=[CH:18][CH3:19]>C(Cl)(Cl)Cl>[F:20][C:17]1[CH:16]=[N:15][C:9]2[C:7](=[O:8])[C:5]3[C:4]([C:11](=[O:12])[C:10]=2[C:18]=1[CH3:19])=[CH:3][CH:2]=[CH:1][CH:6]=3. Reported procedure: A solution of naphthoquinone (553 mg, 3.5 mmol) and 2-fluoro-2-butenal N,N-dimethylhydrazone was refluxed for 8 days in chloroform (15 ml.) After the solvent was evaporated at reduced pressure, the residue was chromatographed over silica gel column, eluting with petroleum ether-ethyl acetate (9:1) and yielded 63 mg (10%) of compound (I-k) and 90 mg (15%) of 3-fluoro-4-methyl-1-azaanthracen-9-10-dione. m.p. 190°-192° C. (CDCl3).